This data is from the Open Reaction Database (ORD), a public repository of structured organic reaction records. The task is: describe an organic reaction: reactants, conditions, products, and yield Starting materials: CC(C)CC(C#N)NC(=O)C1CCCCC1N, O=C(O)c1cc2ccccc2n1CCCCl. Yields the product CC(C)CC(C#N)NC(=O)C1CCCCC1NC(=O)c1cc2ccccc2n1CCCCl. As a reaction SMILES: [C:1](#[N:2])[CH:3]([CH2:4][CH:5]([CH3:6])[CH3:7])[NH:8][C:9](=[O:10])[CH:11]1[CH:12]([NH2:17])[CH2:13][CH2:14][CH2:15][CH2:16]1.[Cl:18][CH2:19][CH2:20][CH2:21][n:22]1[c:23]([C:31](=[O:32])[OH:33])[cH:24][c:25]2[cH:26][cH:27][cH:28][cH:29][c:30]12>>[C:1](#[N:2])[CH:3]([CH2:4][CH:5]([CH3:6])[CH3:7])[NH:8][C:9](=[O:10])[CH:11]1[CH:12]([NH:17][C:31]([c:23]2[n:22]([CH2:21][CH2:20][CH2:19][Cl:18])[c:30]3[c:25]([cH:24]2)[cH:26][cH:27][cH:28][cH:29]3)=[O:32])[CH2:13][CH2:14][CH2:15][CH2:16]1.